From a dataset of the Open Reaction Database (ORD), a public repository of structured organic reaction records. describe an organic reaction: reactants, conditions, products, and yield The reactants are O=S1(N(CCC1)CC1=CC=C(C(=O)O)C=C1)=O (4-(1,1-dioxo-1λ6-isothiazolidin-2-ylmethyl)benzoic acid), CC=1C(=NC(=C(C1)C)C)N1CCNCC1 (1-(3,5,6-trimethylpyridin-2-yl)piperazine). Product: O=S1(N(CCC1)CC1=CC=C(C=C1)C(=O)N1CCN(CC1)C1=NC(=C(C=C1C)C)C)=O ([4-(1,1-dioxo-1λ6-isothiazolidin-2-ylmethyl)phenyl][4-(3,5,6-trimethylpyridin-2-yl)piperazin-1-yl]methanone). Procedure: Using 4-(1,1-dioxo-1λ6-isothiazolidin-2-ylmethyl)benzoic acid (64 mg) described in Preparation Example 18 and 1-(3,5,6-trimethylpyridin-2-yl)piperazine (51 mg) described in Preparation Example 92 and by the reaction and treatment in the same manner as in Example 87, the title compound (83 mg) was obtained. Reaction SMILES: [O:1]=[S:2]1(=[O:17])[CH2:6][CH2:5][CH2:4][N:3]1[CH2:7][C:8]1[CH:16]=[CH:15][C:11]([C:12]([OH:14])=O)=[CH:10][CH:9]=1.[CH3:18][C:19]1[C:20]([N:27]2[CH2:32][CH2:31][NH:30][CH2:29][CH2:28]2)=[N:21][C:22]([CH3:26])=[C:23]([CH3:25])[CH:24]=1>>[O:17]=[S:2]1(=[O:1])[CH2:6][CH2:5][CH2:4][N:3]1[CH2:7][C:8]1[CH:9]=[CH:10][C:11]([C:12]([N:30]2[CH2:31][CH2:32][N:27]([C:20]3[C:19]([CH3:18])=[CH:24][C:23]([CH3:25])=[C:22]([CH3:26])[N:21]=3)[CH2:28][CH2:29]2)=[O:14])=[CH:15][CH:16]=1. Isolated yield 75.5%. Reactants: C1(CC1)(C(=O)OC)C(=O)OC (Dimethyl 1,1-cyclopropanedicarboxylate), [OH-].[Na+] (NaOH), O (water). The solvent is CO (MeOH). Reaction conditions: time 8 hour. Product: COC(=O)C1(CC1)C(=O)O (1-(methoxycarbonyl)cyclopropanecarboxylic acid). As a reaction SMILES: [C:1]1([C:8]([O:10]C)=[O:9])([C:4]([O:6][CH3:7])=[O:5])[CH2:3][CH2:2]1.[OH-].[Na+].O>CO>[CH3:7][O:6][C:4]([C:1]1([C:8]([OH:10])=[O:9])[CH2:3][CH2:2]1)=[O:5] |f:1.2|. Reported procedure: Dimethyl 1,1-cyclopropanedicarboxylate (5 ml) was mixed with NaOH (1.4 g) in MeOH (40 ml)/water (4 ml). The reaction mixture was stirred at RT overnight and the solvent was evaporated. To the residue was added ether (50 ml), water (50 ml) and extracted once. The aqueous layer was acidified with 6N HCl and extracted three times with ether, the combined organic layer was washed with brine, dried and evaporated to give 1-(methoxycarbonyl)cyclopropanecarboxylic acid (4 g).